This data is from the Open Reaction Database (ORD), a public repository of structured organic reaction records. The task is: describe an organic reaction: reactants, conditions, products, and yield As a reaction SMILES: [CH3:26][OH:27].[N+:1]([O-:2])(=[O:3])[c:4]1[cH:5][cH:6][c:7]([CH2:8][N:9]2[c:10]3[c:11]([cH:15][cH:16][cH:17][cH:18]3)[O:12][CH2:13][CH2:14]2)[cH:19][cH:20]1.[OH2:21].[OH2:22].[Sn:23]([Cl:24])[Cl:25]>>[NH2:1][c:4]1[cH:5][cH:6][c:7]([CH2:8][N:9]2[c:10]3[c:11]([cH:15][cH:16][cH:17][cH:18]3)[O:12][CH2:13][CH2:14]2)[cH:19][cH:20]1. Starting materials: CO, O=[N+]([O-])c1ccc(CN2CCOc3ccccc32)cc1, O, O, Cl[Sn]Cl. Product: Nc1ccc(CN2CCOc3ccccc32)cc1. Starting materials: NCCO, COc1ccc(C(=O)NCC(O)CO)cc1C=Cc1ccc(C(F)(F)F)cc1. Yields the product COc1ccc(C(=O)NCCO)cc1C=Cc1ccc(C(F)(F)F)cc1. RXN SMILES: [NH2:29][CH2:30][CH2:31][OH:32].[OH:1][CH:2]([CH2:3][NH:4][C:5]([c:6]1[cH:7][c:8]([CH:14]=[CH:15][c:16]2[cH:17][cH:18][c:19]([C:22]([F:23])([F:24])[F:25])[cH:20][cH:21]2)[c:9]([O:12][CH3:13])[cH:10][cH:11]1)=[O:26])[CH2:27][OH:28]>>[OH:1][CH2:2][CH2:3][NH:4][C:5]([c:6]1[cH:7][c:8]([CH:14]=[CH:15][c:16]2[cH:17][cH:18][c:19]([C:22]([F:23])([F:24])[F:25])[cH:20][cH:21]2)[c:9]([O:12][CH3:13])[cH:10][cH:11]1)=[O:26].